This data is from the Open Reaction Database (ORD), a public repository of structured organic reaction records. The task is: describe an organic reaction: reactants, conditions, products, and yield Starting materials: C(C)N(C(C)C)C(C)C (N-ethyldiisopropylamine), C(C=C)Br (allyl bromide), NCC1=NC(=NO1)C=1N=CN2C1[C@H]1N(C(C3=C2C=CC(=C3F)F)=O)CCC1 ((S)-1-(5-aminomethyl-1,2,4-oxadiazol-3-yl)-7,8-difluoro-11,12,13,13a-tetrahydro-9H-imidazo[1,5-a]pyrrolo[2,1-c][1,4]benzodiazepin-9-one). Run in C(Cl)Cl (methylene chloride), C(Cl)Cl (methylene chloride). Reaction conditions: time 20 hour. The product is C(C=C)N(CC=C)CC1=NC(=NO1)C=1N=CN2C1[C@H]1N(C(C3=C2C=CC(=C3F)F)=O)CCC1 ((S)-1-[5-(diallylaminomethyl)-1,2,4-oxadiazol-3-yl]-7,8-difluoro-11,12,13,13a-tetrahydro-9H-imidazo[1,5-a]pyrrolo[2,1-c]-[1,4]benzodiazepin-9-one). The yield is 78.5%. As a reaction SMILES: C(N(C(C)C)[CH:4]([CH3:6])[CH3:5])C.[CH2:10](Br)[CH:11]=[CH2:12].[NH2:14][CH2:15][C:16]1[O:20][N:19]=[C:18]([C:21]2[N:22]=[CH:23][N:24]3[C:30]4[CH:31]=[CH:32][C:33]([F:36])=[C:34]([F:35])[C:29]=4[C:28](=[O:37])[N:27]4[CH2:38][CH2:39][CH2:40][C@H:26]4[C:25]=23)[N:17]=1>C(Cl)Cl>[CH2:10]([N:14]([CH2:15][C:16]1[O:20][N:19]=[C:18]([C:21]2[N:22]=[CH:23][N:24]3[C:30]4[CH:31]=[CH:32][C:33]([F:36])=[C:34]([F:35])[C:29]=4[C:28](=[O:37])[N:27]4[CH2:38][CH2:39][CH2:40][C@H:26]4[C:25]=23)[N:17]=1)[CH2:6][CH:4]=[CH2:5])[CH:11]=[CH2:12]. Procedure: 2.1 ml (10.5 mmol) of N-ethyldiisopropylamine and 0.6 ml (7 mmol) of allyl bromide were added to a solution of 650 mg (1.76 mmol) of (S)-1-(5-aminomethyl-1,2,4-oxadiazol-3-yl)-7,8-difluoro-11,12,13,13a-tetrahydro-9H-imidazo[1,5-a]pyrrolo[2,1-c][1,4]benzodiazepin-9-one in 40 ml of methylene chloride and the mixture was stirred at room temperature for 20 hours. The reaction solution was subsequently diluted with methylene chloride and washed three times with water. The organic phases were dried wi... The reactants are COC(CCNC(C1=CC=C(C=C1)C(CCCCCC)OC1=CC(=C(C(=C1)C)Br)C)=O)=O (3-{4-[1-(4-bromo-3,5-dimethyl-phenoxy)-heptyl]-benzoylamino}-propionic acid methyl ester), FC1=CC(=C(C=C1)B(O)O)C (4-fluoro-2-methyl-phenylboronic acid). Product: FC1=CC(=C(C=C1)C1=C(C=C(C=C1C)OC(CCCCCC)C1=CC=C(C(=O)NCCC(=O)O)C=C1)C)C (3-{4-[1-(4′-Fluoro-2,6,2′-trimethyl-biphenyl-4-yloxy)-heptyl]-benzoylamino}-propionic acid). As a reaction SMILES: C[O:2][C:3](=[O:32])[CH2:4][CH2:5][NH:6][C:7](=[O:31])[C:8]1[CH:13]=[CH:12][C:11]([CH:14]([O:21][C:22]2[CH:27]=[C:26]([CH3:28])[C:25](Br)=[C:24]([CH3:30])[CH:23]=2)[CH2:15][CH2:16][CH2:17][CH2:18][CH2:19][CH3:20])=[CH:10][CH:9]=1.[F:33][C:34]1[CH:39]=[CH:38][C:37](B(O)O)=[C:36]([CH3:43])[CH:35]=1>>[F:33][C:34]1[CH:39]=[CH:38][C:37]([C:25]2[C:26]([CH3:28])=[CH:27][C:22]([O:21][CH:14]([C:11]3[CH:10]=[CH:9][C:8]([C:7]([NH:6][CH2:5][CH2:4][C:3]([OH:2])=[O:32])=[O:31])=[CH:13][CH:12]=3)[CH2:15][CH2:16][CH2:17][CH2:18][CH2:19][CH3:20])=[CH:23][C:24]=2[CH3:30])=[C:36]([CH3:43])[CH:35]=1. Procedure details: This compound is made in a manner substantially similar to Example 117 using isomer 1 of 3-{4-[1-(4-bromo-3,5-dimethyl-phenoxy)-heptyl]-benzoylamino}-propionic acid methyl ester and 4-fluoro-2-methyl-phenylboronic acid as starting materials in step D. MS (ES): 520.2 [M+H]+. Procedure: To a solution of 3-bromo-5-fluorobenzyl bromide (3.2 g, 0.0112 mole) in 1,4-dioxane (20 mL) was added a solution of KCN (0.82 g, 0.013 mole) in H2O (5 mL) and EtOH (5 mL), refluxed for 2 hours, extracted with ether, washed with brine, dried over MgSO4, and concentrated. Column chromatography was performed using hexane/ethyl acetate (19:1). 3-Bromo-5-fluorophenylacetonitrile was obtained was a colorless oil: 1H NMR (DMSO-d6) δ 4.15 (s, 2H), 7.29 (d, 1H, J=9.37 Hz), 7.47 (s, 1H), 7.55 (d, 1H, J=8.... As a reaction SMILES: [Br:1][C:2]1[CH:3]=[C:4]([CH:7]=[C:8]([F:10])[CH:9]=1)[CH2:5]Br.[C-:11]#[N:12].[K+]>O1CCOCC1.O.CCO>[Br:1][C:2]1[CH:3]=[C:4]([CH2:5][C:11]#[N:12])[CH:7]=[C:8]([F:10])[CH:9]=1 |f:1.2|. Product: BrC=1C=C(C=C(C1)F)CC#N (3-Bromo-5-fluorophenylacetonitrile). The reactants are BrC=1C=C(CBr)C=C(C1)F (3-bromo-5-fluorobenzyl bromide), [C-]#N.[K+] (KCN). Solvent: O1CCOCC1 (1,4-dioxane), O (H2O), CCO (EtOH).